Dataset: the Open Reaction Database (ORD), a public repository of structured organic reaction records. Task: describe an organic reaction: reactants, conditions, products, and yield Starting materials: C1(=CC=CC=C1)C=1NC=CN1 (2-phenylimidazole). Reagents/catalysts: [Rh] (Rhodium on Carbon). Solvent: Cl (hydrochloric acid). Conditions: time 24 hour. Yields the product C1(CCCCC1)C=1NC=CN1 (2-cyclohexylimidazole). Reaction SMILES: [C:1]1([C:7]2[NH:8][CH:9]=[CH:10][N:11]=2)[CH:6]=[CH:5][CH:4]=[CH:3][CH:2]=1>Cl.[Rh]>[CH:1]1([C:7]2[NH:11][CH:10]=[CH:9][N:8]=2)[CH2:2][CH2:3][CH2:4][CH2:5][CH2:6]1. Reported procedure: To a solution of 6.8 g of 2-phenylimidazole in 200 mL 3N hydrochloric acid was added 5% Rhodium on Carbon, Degussa type G10 NB/W. The mixture was hydrogenated at 100 psi for 24 hours then filtered through celite. The solution was neutralized with 25% sodium hydroxide and extracted with 2×100 mL ethyl acetate. The combined extract was washed with 200 mL of brine and dried over anhydrous sodium sulfate. Evaporation of the solvent gave 2-cyclohexylimidazole as a fluffy, white solid which was used i... The reactants are ClC1=CC=C(C=2N3C(=NC21)N(CCCC3)C3=C(C=C(C=N3)C#N)C)C(CC)CC (6-[10-chloro-7-(1-ethylpropyl)-2,3,4,5-tetrahydro-1H-[1,3]diazepino[1,2-a]benzimidazol-1-yl]-5-methylpyridine-3-carbonitrile), [OH-].[K+] (potassium hydroxide), O (water). Run in C(C)(C)(C)O (tert-butanol). Reaction conditions: temperature 80 celsius, time 2 hour. The product is ClC1=CC=C(C=2N3C(=NC21)N(CCCC3)C3=C(C=C(C=N3)C(=O)N)C)C(CC)CC (6-[10-Chloro-7-(1-ethylpropyl)-2,3,4,5-tetrahydro-1H-[1,3]diazepino[1,2-a]benzimidazol-1-yl]-5-methylpyridine-3-carboxamide). Isolated yield 67.1%. Reaction SMILES: [Cl:1][C:2]1[C:10]2[N:9]=[C:8]3[N:11]([C:16]4[N:21]=[CH:20][C:19]([C:22]#[N:23])=[CH:18][C:17]=4[CH3:24])[CH2:12][CH2:13][CH2:14][CH2:15][N:7]3[C:6]=2[C:5]([CH:25]([CH2:28][CH3:29])[CH2:26][CH3:27])=[CH:4][CH:3]=1.[OH-:30].[K+].O>C(O)(C)(C)C>[Cl:1][C:2]1[C:10]2[N:9]=[C:8]3[N:11]([C:16]4[N:21]=[CH:20][C:19]([C:22]([NH2:23])=[O:30])=[CH:18][C:17]=4[CH3:24])[CH2:12][CH2:13][CH2:14][CH2:15][N:7]3[C:6]=2[C:5]([CH:25]([CH2:28][CH3:29])[CH2:26][CH3:27])=[CH:4][CH:3]=1 |f:1.2|. Reported procedure: A mixture of 6-[10-chloro-7-(1-ethylpropyl)-2,3,4,5-tetrahydro-1H-[1,3]diazepino[1,2-a]benzimidazol-1-yl]-5-methylpyridine-3-carbonitrile (100 mg, 0.245 mmol) and potassium hydroxide (41 mg, 0.735 mmol) in tert-butanol (2 mL) was stirred at 80° C. for 2 hr. After cooling, water was added and the mixture was extracted with ethyl acetate. Organic layer was washed with brine, dried over anhydrous sodium sulfate and concentrated in vacuo. The residue was recrystallized from ethyl acetate/isopropyl e... Starting materials: N#CCc1ccc2c(c1CC#N)OCO2, CCO, N. Product: c1cc2c(c3c1CCNCC3)OCO2. As a reaction SMILES: [C:1](#[N:2])[CH2:3][c:4]1[c:5]([CH2:13][C:14]#[N:15])[c:6]2[c:7]([cH:11][cH:12]1)[O:8][CH2:9][O:10]2.[CH3:17][CH2:18][OH:19].[NH3:16]>>[CH2:1]1[CH2:3][c:4]2[c:5]([c:6]3[c:7]([cH:11][cH:12]2)[O:8][CH2:9][O:10]3)[CH2:13][CH2:14][NH:15]1.